From a dataset of the Open Reaction Database (ORD), a public repository of structured organic reaction records. describe an organic reaction: reactants, conditions, products, and yield Starting materials: CC1=CC=2C3=C(NC2C=C1)C1CCCN(C3)C1 (10-methyl-1,3,4,5,6,7-hexahydro-2,6-methanoazocino[4,3-b]indole), ClC1=CC=C(C=C)C=C1 (4-chlorostyrene). The product is ClC1=CC=C(C=C1)CCN1C2=C(C=3C=C(C=CC13)C)CN1CCCC2C1 (7-[2-(4-chlorophenyl)ethyl]-10-methyl-1,3,4,5,6,7-hexahydro-2,6-methanoazocino[4,3-b]indole). As a reaction SMILES: [CH3:1][C:2]1[CH:10]=[CH:9][C:8]2[NH:7][C:6]3[CH:11]4[CH2:17][N:15]([CH2:16][C:5]=3[C:4]=2[CH:3]=1)[CH2:14][CH2:13][CH2:12]4.[Cl:18][C:19]1[CH:26]=[CH:25][C:22]([CH:23]=[CH2:24])=[CH:21][CH:20]=1>>[Cl:18][C:19]1[CH:26]=[CH:25][C:22]([CH2:23][CH2:24][N:7]2[C:8]3[CH:9]=[CH:10][C:2]([CH3:1])=[CH:3][C:4]=3[C:5]3[CH2:16][N:15]4[CH2:17][CH:11]([C:6]2=3)[CH2:12][CH2:13][CH2:14]4)=[CH:21][CH:20]=1. Procedure: The coupling of 10-methyl-1,3,4,5,6,7-hexahydro-2,6-methanoazocino[4,3-b]indole (245.1 mg, 1.083 mmol; Example 201) and 4-chlorostyrene (256.3 mg, 1.709 mmol, Aldrich) was performed as described in Example 202, except that the material was purified by reverse-phase HPLC [Waters XBridge C18 5 μm OBD column, 30×100 mm, flow rate 40 mL/minute, 20-95% gradient of acetonitrile in buffer (0.1 M aqueous ammonium bicarbonate, adjusted to pH 10 with ammonium hydroxide) over 20 minutes] to afford the titl... The reactants are C(C1=CC=CC=C1)N1C(=CC2=NC(=CC=C21)Cl)C=2C=NN(C2)C2OCCCC2 (1-benzyl-5-chloro-2-[1-(tetrahydro-2H-pyran-2-yl)-1H-pyrazol-4-yl]-1H-pyrrolo[3,2-b]pyridine), N(NC(=O)OC(C)(C)C)C(=O)OC(C)(C)C (di-tert-butyl hydrazine-1,2-dicarboxylate), C(=O)([O-])[O-].[Cs+].[Cs+] (Cs2CO3). The reagents and catalysts are C1(CCCCC1)P(C1=C(C=CC=C1)C1=C(C=C(C=C1C(C)C)C(C)C)C(C)C)C1CCCCC1.NC1=C(C=CC=C1)C1=C(C=CC=C1)[Pd]Cl (dicyclohexyl(2′,4′,6′-triisopropylbiphenyl-2-yl)phosphine (2′-aminobiphenyl-2-yl)(chloro)palladium). Run in C1(=CC=CC=C1)C (toluene). Reaction conditions: temperature 110 celsius. The product is C(C1=CC=CC=C1)N1C(=CC2=NC(=CC=C21)N(NC(=O)OC(C)(C)C)C(=O)OC(C)(C)C)C=2C=NN(C2)C2OCCCC2 (di-tert-butyl 1-{1-benzyl-2-[1-(tetrahydro-2H-pyran-2-yl)-1H-pyrazol-4-yl]-1H-pyrrolo[3,2-b]pyridin-5-yl}hydrazine-1,2-dicarboxylate). RXN SMILES: [CH2:1]([N:8]1[C:16]2[C:11](=[N:12][C:13](Cl)=[CH:14][CH:15]=2)[CH:10]=[C:9]1[C:18]1[CH:19]=[N:20][N:21]([CH:23]2[CH2:28][CH2:27][CH2:26][CH2:25][O:24]2)[CH:22]=1)[C:2]1[CH:7]=[CH:6][CH:5]=[CH:4][CH:3]=1.[NH:29]([C:38]([O:40][C:41]([CH3:44])([CH3:43])[CH3:42])=[O:39])[NH:30][C:31]([O:33][C:34]([CH3:37])([CH3:36])[CH3:35])=[O:32].C([O-])([O-])=O.[Cs+].[Cs+]>C1(C)C=CC=CC=1.C1(P(C2CCCCC2)C2C=CC=CC=2C2C(C(C)C)=CC(C(C)C)=CC=2C(C)C)CCCCC1.NC1C=CC=CC=1C1C=CC=CC=1[Pd]Cl>[CH2:1]([N:8]1[C:16]2[C:11](=[N:12][C:13]([N:29]([C:38]([O:40][C:41]([CH3:44])([CH3:43])[CH3:42])=[O:39])[NH:30][C:31]([O:33][C:34]([CH3:35])([CH3:36])[CH3:37])=[O:32])=[CH:14][CH:15]=2)[CH:10]=[C:9]1[C:18]1[CH:19]=[N:20][N:21]([CH:23]2[CH2:28][CH2:27][CH2:26][CH2:25][O:24]2)[CH:22]=1)[C:2]1[CH:7]=[CH:6][CH:5]=[CH:4][CH:3]=1 |f:2.3.4,6.7|. Reported procedure: 1-Benzyl-5-chloro-2-[1-(tetrahydro-2H-pyran-2-yl)-1H-pyrazol-4-yl]-1H-pyrrolo[3,2-b]pyridine (0.106 g, 0.270 mmol, from Step 1), di-tert-butyl hydrazine-1,2-dicarboxylate (0.069 g, 0.30 mmol) and Cs2CO3 (0.088 g, 0.27 mmol) were combined in toluene (2.4 mL) and dicyclohexyl(2′,4′,6′-triisopropylbiphenyl-2-yl)phosphine-(2′-aminobiphenyl-2-yl)(chloro)palladium (1:1) (0.021 g, 0.027 mmol) was added. The mixture was degassed by a stream of nitrogen through the solution for 10 minutes. The reaction w...